From a dataset of the Open Reaction Database (ORD), a public repository of structured organic reaction records. describe an organic reaction: reactants, conditions, products, and yield Reactants: NC1=NC(c2ccncc2)(c2ccc(F)c(Br)c2)c2ccccc21, OB(O)c1cncnc1. Product: NC1=NC(c2ccncc2)(c2ccc(F)c(-c3cncnc3)c2)c2ccccc21. As a reaction SMILES: [Br:1][c:2]1[cH:3][c:4]([C:9]2([c:19]3[cH:20][cH:21][n:22][cH:23][cH:24]3)[N:10]=[C:11]([NH2:18])[c:12]3[cH:13][cH:14][cH:15][cH:16][c:17]32)[cH:5][cH:6][c:7]1[F:8].[n:25]1[cH:26][n:27][cH:28][c:29]([B:31]([OH:32])[OH:33])[cH:30]1>>[c:2]1(-[c:29]2[cH:28][n:27][cH:26][n:25][cH:30]2)[cH:3][c:4]([C:9]2([c:19]3[cH:20][cH:21][n:22][cH:23][cH:24]3)[N:10]=[C:11]([NH2:18])[c:12]3[cH:13][cH:14][cH:15][cH:16][c:17]32)[cH:5][cH:6][c:7]1[F:8].